From a dataset of the Open Reaction Database (ORD), a public repository of structured organic reaction records. describe an organic reaction: reactants, conditions, products, and yield Reactants: C(C)(=O)OC(C)=O (acetic anhydride), C1(=CC=CC=C1)C(C[C@H](N)C(=O)O)C(=O)O (4-phenylglutamic acid), C1(C=2C(C(=O)O1)=CC=CC2)=O (phthalic anhydride), crystalline material, NC(=O)N (urea). Run in C(C)O (ethanol), N1=CC=CC=C1 (pyridine). Product: C1(=CC=CC=C1)C1CC(C(NC1=O)=O)N1C(C2=CC=CC=C2C1=O)=O (2-(5-phenyl-2,6-dioxo-piperidin-3-yl)-1,3-dihydro-2H-isoindole-1,3-dione). Isolated yield 79.8%. Reaction SMILES: [C:1]1([CH:7]([C:14]([OH:16])=O)[CH2:8][C@@H:9]([C:11]([OH:13])=O)[NH2:10])[CH:6]=[CH:5][CH:4]=[CH:3][CH:2]=1.[C:17]1(=O)[O:22][C:20](=[O:21])[C:19]2=[CH:23][CH:24]=[CH:25][CH:26]=[C:18]12.[NH2:28]C(N)=O.C(OC(=O)C)(=O)C>N1C=CC=CC=1.C(O)C>[C:1]1([CH:7]2[C:14](=[O:16])[NH:28][C:11](=[O:13])[CH:9]([N:10]3[C:20](=[O:21])[C:19]4[C:18](=[CH:26][CH:25]=[CH:24][CH:23]=4)[C:17]3=[O:22])[CH2:8]2)[CH:2]=[CH:3][CH:4]=[CH:5][CH:6]=1. Procedure: 3.00 g (12 mmoles) 4-phenylglutamic acid and 2.12 g (14 mmoles) phthalic anhydride were heated for 6 hours under reflux in 40 ml of dry pyridine. After removing the solvent by distillation, the residue was taken up in 50 ml of 5% HCl and extracted with ethyl acetate. The organic phase was washed with water, decolourised with activated carbon and dried over sodium sulphate. After removing the solvent by distillation, the residue was heated under reflux for 1 hour in 40 ml acetic anhydride. The so... Starting materials: N1N=C(C2=CC=CC=C12)\C=C\1/OC2=C(C1=O)C=CC(=C2C#CCC2CCN(CC2)C(=O)OC(C)(C)C)OC (tert-butyl (Z)-4-(3-{2-[(1H-indazol-3-yl)methylene]-6-methoxy-3-oxo-2,3-dihydrobenzofuran-7-yl}prop-2-ynyl)piperidine-1-carboxylate), solution, Cl (hydrogen chloride). Solvent: C(Cl)Cl (methylene chloride), O1CCOCC1 (1,4-dioxane). Reaction conditions: time 2 hour. The product is N1N=C(C2=CC=CC=C12)\C=C\1/OC2=C(C1=O)C=CC(=C2C#CCC2CCNCC2)OC ((Z)-2-[(1H-indazol-3-yl)methylene]-6-methoxy-7-[3-(piperidin-4-yl)prop-1-ynyl]benzofuran-3(2H)-one). Isolated yield 52.2%. Reaction SMILES: [NH:1]1[C:9]2[C:4](=[CH:5][CH:6]=[CH:7][CH:8]=2)[C:3](/[CH:10]=[C:11]2\[O:12][C:13]3[C:20]([C:21]#[C:22][CH2:23][CH:24]4[CH2:29][CH2:28][N:27](C(OC(C)(C)C)=O)[CH2:26][CH2:25]4)=[C:19]([O:37][CH3:38])[CH:18]=[CH:17][C:14]=3[C:15]\2=[O:16])=[N:2]1.Cl>C(Cl)Cl.O1CCOCC1>[NH:1]1[C:9]2[C:4](=[CH:5][CH:6]=[CH:7][CH:8]=2)[C:3](/[CH:10]=[C:11]2\[O:12][C:13]3[C:20]([C:21]#[C:22][CH2:23][CH:24]4[CH2:29][CH2:28][NH:27][CH2:26][CH2:25]4)=[C:19]([O:37][CH3:38])[CH:18]=[CH:17][C:14]=3[C:15]\2=[O:16])=[N:2]1. Procedure details: A solution of tert-butyl (Z)-4-(3-{2-[(1H-indazol-3-yl)methylene]-6-methoxy-3-oxo-2,3-dihydrobenzofuran-7-yl}prop-2-ynyl)piperidine-1-carboxylate (0.0293 g, 0.0570 mmol) in methylene chloride (2 mL) was added with a 4 M solution of hydrogen chloride in 1,4-dioxane (2 mL), and the mixture was stirred at room temperature for 2 hours. The reaction mixture was concentrated, the resulting residue was added with saturated aqueous sodium hydrogencarbonate, and the precipitated solid was collected by fi... Starting materials: C(C)(C)C=1C(NC(NC1OC1=CC(=CC(=C1)C)C)=O)=O (5-Isopropyl-6-(3,5-dimethylphenoxy)-2,4-pyrimidinedione), CC=1C=C(CBr)C=C(C1)C (3,5-dimethylbenzyl bromide). Product: CC=1C=C(CN2C(NC(C(=C2OC2=CC(=CC(=C2)C)C)C(C)C)=O)=O)C=C(C1)C (1-(3,5-Dimethylbenzyl)-5-isopropyl-6-(3,5-dimethyl-phenoxy)-2,4-pyrimidinedione). Yield: 66.2%. Reaction SMILES: [CH:1]([C:4]1[C:5](=[O:20])[NH:6][C:7](=[O:19])[NH:8][C:9]=1[O:10][C:11]1[CH:16]=[C:15]([CH3:17])[CH:14]=[C:13]([CH3:18])[CH:12]=1)([CH3:3])[CH3:2].[CH3:21][C:22]1[CH:23]=[C:24]([CH:27]=[C:28]([CH3:30])[CH:29]=1)[CH2:25]Br>>[CH3:21][C:22]1[CH:29]=[C:28]([CH:27]=[C:24]([CH3:25])[CH:23]=1)[CH2:30][N:8]1[C:9]([O:10][C:11]2[CH:12]=[C:13]([CH3:18])[CH:14]=[C:15]([CH3:17])[CH:16]=2)=[C:4]([CH:1]([CH3:3])[CH3:2])[C:5](=[O:20])[NH:6][C:7]1=[O:19]. Procedure: 5-Isopropyl-6-(3,5-dimethylphenoxy)-2,4-pyrimidinedione and 3,5-dimethylbenzyl bromide were reacted by the same way with the example 1 to obtain the titled compound (260 mg, yield: 66.2%). Reactants: CCOC(=O)NS(=O)(=O)c1ccc(Cl)s1, Cc1ccccc1, CC(C)n1cc(N)c(=O)c2cc(F)c(NC3CCCCC3)cc21. The product is CC(C)n1cc(NC(=O)NS(=O)(=O)c2ccc(Cl)s2)c(=O)c2cc(F)c(NC3CCCCC3)cc21. RXN SMILES: [CH2:1]([O:2][C:4]([NH:5][S:6](=[O:7])(=[O:8])[c:9]1[s:10][c:11]([Cl:14])[cH:12][cH:13]1)=[O:15])[CH3:3].[CH3:39][c:40]1[cH:41][cH:42][cH:43][cH:44][cH:45]1.[NH2:16][c:17]1[cH:18][n:19]([CH:36]([CH3:37])[CH3:38])[c:20]2[cH:21][c:22]([NH:29][CH:30]3[CH2:31][CH2:32][CH2:33][CH2:34][CH2:35]3)[c:23]([F:28])[cH:24][c:25]2[c:26]1=[O:27]>>[C:4]([NH:5][S:6](=[O:7])(=[O:8])[c:9]1[s:10][c:11]([Cl:14])[cH:12][cH:13]1)(=[O:15])[NH:16][c:17]1[cH:18][n:19]([CH:36]([CH3:37])[CH3:38])[c:20]2[cH:21][c:22]([NH:29][CH:30]3[CH2:31][CH2:32][CH2:33][CH2:34][CH2:35]3)[c:23]([F:28])[cH:24][c:25]2[c:26]1=[O:27]. The reactants are FC(OC1=C(N)C(=CC=C1)C)F (2-difluoromethoxy-6-methyl aniline), C([O-])([O-])=O.[K+].[K+] (potassium carbonate), ClCC(=O)Cl (chloroacetyl chloride). Solvent: CC(=O)C (acetone). Product: ClCC(=O)NC1=C(C=CC=C1C)OC(F)F (2-chloro-2'-difluoromethoxy-6'-methylacetanilide). The yield is 94.3%. RXN SMILES: [F:1][CH:2]([F:12])[O:3][C:4]1[CH:10]=[CH:9][CH:8]=[C:7]([CH3:11])[C:5]=1[NH2:6].C(=O)([O-])[O-].[K+].[K+].[Cl:19][CH2:20][C:21](Cl)=[O:22]>CC(C)=O>[Cl:19][CH2:20][C:21]([NH:6][C:5]1[C:7]([CH3:11])=[CH:8][CH:9]=[CH:10][C:4]=1[O:3][CH:2]([F:12])[F:1])=[O:22] |f:1.2.3|. Procedure: The procedures of Example 3 were repeated except that the starting material was 50 ml of an acetone solution containing 8.9 g (51 mmol) of 2-difluoromethoxy-6-methyl aniline, to which 10.5 g (77 mmol) of potassium carbonate and 7.0 g (62 mmol) of chloroacetyl chloride were added. As a result, 12.0 g of 2-chloro-2'-difluoromethoxy-6'-methylacetanilide was obtained. It had a melting point of 85° to 86° C.